From a dataset of the Open Reaction Database (ORD), a public repository of structured organic reaction records. describe an organic reaction: reactants, conditions, products, and yield The reactants are C(=O)C1=C(C=2C(CCC(C2C(=C1C)C)(C)C)(C)C)O (2-Formyl-1-hydroxy-3,4,5,5,8,8-hexamethyl-5,6,7,8-tetrahydronaphthalene), [OH-].[K+] (potassium hydroxide), Cl (hydrochloric acid), S(=O)(=O)(OC)OC (dimethyl sulfate). Solvent: C1(=CC=CC=C1)C (toluene). Conditions: temperature 55 celsius, time 4 hour. Product: C(=O)C1=C(C=2C(CCC(C2C(=C1C)C)(C)C)(C)C)OC (2-formyl-1-methoxy-3,4,5,5,8,8-hexamethyl-5,6,7,8-tetrahydronaphthalene). Yield: 63.1%. As a reaction SMILES: [CH:1]([C:3]1[C:12]([CH3:13])=[C:11]([CH3:14])[C:10]2[C:9]([CH3:16])([CH3:15])[CH2:8][CH2:7][C:6]([CH3:18])([CH3:17])[C:5]=2[C:4]=1[OH:19])=[O:2].[OH-].[K+].S(OC)(O[CH3:26])(=O)=O.Cl>C1(C)C=CC=CC=1>[CH:1]([C:3]1[C:12]([CH3:13])=[C:11]([CH3:14])[C:10]2[C:9]([CH3:15])([CH3:16])[CH2:8][CH2:7][C:6]([CH3:18])([CH3:17])[C:5]=2[C:4]=1[O:19][CH3:26])=[O:2] |f:1.2|. Reported procedure: Methylation. 2-Formyl-1-hydroxy-3,4,5,5,8,8-hexamethyl-5,6,7,8-tetrahydronaphthalene (8.7 g, 0.0335 mol) was stirred with toluene (60 mL), and potassium hydroxide 85% (3.1 g, 0.047 mol) was added in one portion. The mixture was heated to 55° C., dimethyl sulfate (6.3 g, 0.05 mol) added during 0.5 h at 55°-60° C., and the heating continued at 55°-60° C. for 4 h. The mixture was cooled to 20° C., neutralized with 5% hydrochloric acid, then washed with water (10 mL), and finally washed with brine (... The reactants are CCO, Nc1c(Cl)cc(Cl)cc1C(=O)O. The product is O=C(O)c1cc(Cl)cc(Cl)c1. RXN SMILES: [CH3:13][CH2:14][OH:15].[Cl:1][c:2]1[c:3]([NH2:12])[c:4]([C:5](=[O:6])[OH:7])[cH:8][c:9]([Cl:11])[cH:10]1>>[Cl:1][c:2]1[cH:3][c:4]([C:5](=[O:6])[OH:7])[cH:8][c:9]([Cl:11])[cH:10]1. The reactants are Cl (hydrochloric acid), C(#N)C1=C(C=CC=C1F)S(=O)(=O)Cl (2-cyano-3-fluoro-benzenesulfonyl chloride), C1(CC1)CN (cyclopropylmethylamin), O (water). Run in C1CCOC1 (THF). Reaction conditions: time 3 hour. Product: FC1=CC=CC2=C1C(N(S2(=O)=O)CC2CC2)=N (4-fluoro-2-cyclopropylmethyl-1,2-benzisothiazol-3(2H)-imine 1,1-dioxide). As a reaction SMILES: [C:1]([C:3]1[C:8]([F:9])=[CH:7][CH:6]=[CH:5][C:4]=1[S:10](Cl)(=[O:12])=[O:11])#[N:2].[CH:14]1([CH2:17][NH2:18])[CH2:16][CH2:15]1.O.Cl>C1COCC1>[F:9][C:8]1[C:3]2[C:1](=[NH:2])[N:18]([CH2:17][CH:14]3[CH2:16][CH2:15]3)[S:10](=[O:11])(=[O:12])[C:4]=2[CH:5]=[CH:6][CH:7]=1. Procedure: 100 mg of 2-cyano-3-fluoro-benzenesulfonyl chloride (EP33984 A1 19810819) is added to a solution of 0.85 ml of cyclopropylmethylamin in 3.5 ml of THF. After stirring for 3 hours at room temperature the reaction mixture is poured into water. The mixture is acidified with hydrochloric acid (˜pH3) and extracted three times with methylenchloride. The combined organic phases are dried (Na2SO4), filtered and concentrated. Preparative HPLC affords 16 mg of 4-fluoro-2-cyclopropylmethyl-1,2-benzisothiazo... Starting materials: CCOC(=O)c1ccc(Cl)nc1, CCOC(C)=O, NC1CC1. The product is CCOC(=O)c1ccc(NC2CC2)nc1. Reaction SMILES: [CH2:1]([CH3:2])[O:3][C:4]([c:5]1[cH:6][n:7][c:8]([Cl:11])[cH:9][cH:10]1)=[O:12].[CH3:17][CH2:18][O:19][C:20]([CH3:21])=[O:22].[CH:13]1([NH2:16])[CH2:14][CH2:15]1>>[CH2:1]([CH3:2])[O:3][C:4]([c:5]1[cH:6][n:7][c:8]([NH:16][CH:13]2[CH2:14][CH2:15]2)[cH:9][cH:10]1)=[O:12].